Dataset: the Open Reaction Database (ORD), a public repository of structured organic reaction records. Task: describe an organic reaction: reactants, conditions, products, and yield Reactants: CCOC(=O)C1(Br)CCC1, O=C([O-])[O-], [K+], [K+], CC(C)(C)OC(=O)N1CCNCC1, CN(C)C=O. The product is CCOC(=O)C1(N2CCN(C(=O)OC(C)(C)C)CC2)CCC1. RXN SMILES: [Br:14][C:15]1([C:19](=[O:20])[O:21][CH2:22][CH3:23])[CH2:16][CH2:17][CH2:18]1.[C:24](=[O:25])([O-:26])[O-:27].[K+:28].[K+:29].[N:1]1([C:7](=[O:8])[O:9][C:10]([CH3:11])([CH3:12])[CH3:13])[CH2:2][CH2:3][NH:4][CH2:5][CH2:6]1.[O:30]=[CH:31][N:32]([CH3:33])[CH3:34]>>[N:1]1([C:7](=[O:8])[O:9][C:10]([CH3:11])([CH3:12])[CH3:13])[CH2:2][CH2:3][N:4]([C:15]2([C:19](=[O:20])[O:21][CH2:22][CH3:23])[CH2:16][CH2:17][CH2:18]2)[CH2:5][CH2:6]1. Starting materials: CCO, O=C(O)c1cc([N+](=O)[O-])ccc1F, NCc1ccco1. Reaction SMILES: [CH3:21][CH2:22][OH:23].[F:1][c:2]1[c:3]([C:4](=[O:5])[OH:6])[cH:7][c:8]([N+:11](=[O:12])[O-:13])[cH:9][cH:10]1.[o:14]1[c:15]([CH2:19][NH2:20])[cH:16][cH:17][cH:18]1>>[c:2]1([NH:20][CH2:19][c:15]2[o:14][cH:18][cH:17][cH:16]2)[c:3]([C:4](=[O:5])[OH:6])[cH:7][c:8]([N+:11](=[O:12])[O-:13])[cH:9][cH:10]1. Product: O=C(O)c1cc([N+](=O)[O-])ccc1NCc1ccco1. Starting materials: BrC(C(=O)OC)C1=CC=C(C=C1)Cl (methyl α-bromo-4-chlorophenylacetate), ice water, NC1=C(C=CC2=CC=CC=C12)S (1-amino-2-naphthalenethiol), [BH4-].[Na+] (sodium borohydride), C(C)(=O)[O-].[Na+] (sodium acetate). The solvent is C(C)(=O)O (acetic acid), C(C)O (ethanol). Conditions: time 20 minute. Yields the product ClC1=CC=C(C=C1)C1C(NC2=C(S1)C=CC1=CC=CC=C12)=O (3-(4-chlorophenyl)-1H-naphtho-[2,1-b][1,4]thiazin-2(3H)-one). Yield: 86.0%. As a reaction SMILES: [NH2:1][C:2]1[C:11]2[C:6](=[CH:7][CH:8]=[CH:9][CH:10]=2)[CH:5]=[CH:4][C:3]=1[SH:12].[BH4-].[Na+].C([O-])(=O)C.[Na+].Br[CH:21]([C:26]1[CH:31]=[CH:30][C:29]([Cl:32])=[CH:28][CH:27]=1)[C:22](OC)=[O:23]>C(O)C.C(O)(=O)C>[Cl:32][C:29]1[CH:30]=[CH:31][C:26]([CH:21]2[S:12][C:3]3[CH:4]=[CH:5][C:6]4[C:11]([C:2]=3[NH:1][C:22]2=[O:23])=[CH:10][CH:9]=[CH:8][CH:7]=4)=[CH:27][CH:28]=1 |f:1.2,3.4|. Reported procedure: To a solution of 1-amino-2-naphthalenethiol (27.81 g) in ethanol (500 ml) is added sodium borohydride (11.35 g) at room temperature. The mixture is stirred for 20 minutes, and thereto is added dropwise acetic acid (200 ml) and is further added sodium acetate (24.6 g). To the mixture is further added dropwise methyl α-bromo-4-chlorophenylacetate (46.8 g), and the mixture is sitrred at room temperature under argon overnight. The reaction mixture is poured into ice water and the resulting precipita... Starting materials: C(C1=CC=CC=C1)N1C=CC2=CC(=CC=C12)Br (1-benzyl-5-bromo-1H-indole), C(C)(=O)C1=CC=C(C=C1)B(O)O (4-acetylphenylboronic acid), ClCCl (dichloromethane), C([O-])([O-])=O.[K+].[K+] (potassium carbonate). Reagents/catalysts: C1=CC=C(C=C1)P([C-]2C=CC=C2)C3=CC=CC=C3.C1=CC=C(C=C1)P([C-]2C=CC=C2)C3=CC=CC=C3.Cl[Pd]Cl.[Fe+2] ([1,1′-bis(diphenylphosphino)ferrocene]dichloropalladium). Run in O1CCOCC1 (dioxane), O (water). Reaction conditions: temperature 67.5 celsius. Yields the product C(C1=CC=CC=C1)N1C=CC2=CC(=CC=C12)C1=CC=C(C=C1)C(C)=O (1-[4-(1-benzyl-1H-indol-5-yl)phenyl]-1-ethanone). Yield: 23.1%. As a reaction SMILES: [CH2:1]([N:8]1[C:16]2[C:11](=[CH:12][C:13](Br)=[CH:14][CH:15]=2)[CH:10]=[CH:9]1)[C:2]1[CH:7]=[CH:6][CH:5]=[CH:4][CH:3]=1.[C:18]([C:21]1[CH:26]=[CH:25][C:24](B(O)O)=[CH:23][CH:22]=1)(=[O:20])[CH3:19].ClCCl.C(=O)([O-])[O-].[K+].[K+]>O1CCOCC1.O.C1C=CC(P(C2C=CC=CC=2)[C-]2C=CC=C2)=CC=1.C1C=CC(P(C2C=CC=CC=2)[C-]2C=CC=C2)=CC=1.Cl[Pd]Cl.[Fe+2]>[CH2:1]([N:8]1[C:16]2[C:11](=[CH:12][C:13]([C:24]3[CH:25]=[CH:26][C:21]([C:18](=[O:20])[CH3:19])=[CH:22][CH:23]=3)=[CH:14][CH:15]=2)[CH:10]=[CH:9]1)[C:2]1[CH:7]=[CH:6][CH:5]=[CH:4][CH:3]=1 |f:3.4.5,8.9.10.11|. Reported procedure: A mixture of 1-benzyl-5-bromo-1H-indole (1.00 g, 3.49 mmol), 4-acetylphenylboronic acid (0.692 g, 4.22 mmol), [1,1′-bis(diphenylphosphino)ferrocene]dichloropalladium (II) complex with dichloromethane (1:1) (0.0581 g, 0.0711 mmol), potassium carbonate (0.725 g, 5.25 mmol) in dioxane (35 mL) and water (3.5 mL) was heated at 65-70° C. for 3 hours. The reaction mixture was evaporated to dryness and partitioned in ethyl acetate and 2N hydrochloric acid. The organic phase was washed with water and bri... The reactants are C(C)(C)N1C(N=C(C2CCC(=CC12)C)C1=CC=C(C=C1)F)=O (1-isopropyl-4-(4-fluorophenyl)-7-methyl-4a,5,6,8a-tetrahydro-2(1H)-quinazolinone), [S] (sulphur). The solvent is C1(=CC=CC=C1)C (toluene), C1CCCC2CCCCC12 (decaline). Reaction conditions: time 1 hour. The product is C(C)(C)N1C(N=C(C2=CC=C(C=C12)C)C1=CC=C(C=C1)F)=O (1-Isopropyl-4-(4-fluorophenyl)-7-methyl-2(1H)-quinazolinone). RXN SMILES: [CH:1]([N:4]1[CH:13]2[CH:8]([CH2:9][CH2:10][C:11]([CH3:14])=[CH:12]2)[C:7]([C:15]2[CH:20]=[CH:19][C:18]([F:21])=[CH:17][CH:16]=2)=[N:6][C:5]1=[O:22])([CH3:3])[CH3:2].[S]>C1C2C(CCCC2)CCC1.C1(C)C=CC=CC=1>[CH:1]([N:4]1[C:13]2[C:8](=[CH:9][CH:10]=[C:11]([CH3:14])[CH:12]=2)[C:7]([C:15]2[CH:20]=[CH:19][C:18]([F:21])=[CH:17][CH:16]=2)=[N:6][C:5]1=[O:22])([CH3:3])[CH3:2] |^3:22|. Procedure: 17.4 g 1-isopropyl-4-(4-fluorophenyl)-7-methyl-4a,5,6,8a-tetrahydro-2(1H)-quinazolinone are dissolved under heating in 50 ml decaline and treated portionwise at 140° with 4 g powdered sulphur. On completion of the addition stirring is continued for 1 hour at 160°. The mixture is diluted with toluene and extracted several times with 15% hydrochloric acid. The acidic phase is treated with methylene chloride and neutralized under ice cooling with sodium hydroxide solution. The water phase is extrac... Starting materials: C(C)[Mg]Br (ethylmagnesium bromide), CON(C(=O)C1=C(N=CO1)C)C (N-Methoxy-N-methyl-4-methyl-5-oxazolecarboxamide), C(O)([O-])=O.[Na+] (sodium hydrogen carbonate). Run in O1CCCC1 (tetrahydrofuran). Conditions: time 30 minute. The product is CC=1N=COC1C(CC)=O (4-Methyl-5-propionyloxazole). Reaction SMILES: CON(C)[C:4]([C:6]1[O:10][CH:9]=[N:8][C:7]=1[CH3:11])=[O:5].[CH2:13]([Mg]Br)[CH3:14].C(=O)([O-])O.[Na+]>O1CCCC1>[CH3:11][C:7]1[N:8]=[CH:9][O:10][C:6]=1[C:4](=[O:5])[CH2:13][CH3:14] |f:2.3|. Procedure: N-Methoxy-N-methyl-4-methyl-5-oxazolecarboxamide (5 g) in dry tetrahydrofuran at -40° C. was stirred under a nitrogen atmosphere and ethylmagnesium bromide (1M solution in tetrahydrofuran, 35 ml) was added dropwise. After 30 minutes the mixture was allowed to warm to room temperature and then stirred for a further 1 hour. Aqueous sodium hydrogen carbonate was added, the organic layer was separated and the aqueous layer was extracted with diethylether. The material thus obtained was purified by f... Reactants: CC(=O)OC(C(C)=O)C(=O)OC(C)(C)C, CCCCCBr, [H-], [Na+], CN(C)C=O. Yields the product CCCCCC(OC(C)=O)(C(C)=O)C(=O)OC(C)(C)C. As a reaction SMILES: [C:1]([CH3:2])([CH3:3])([CH3:4])[O:5][C:6]([CH:7]([C:8](=[O:9])[CH3:10])[O:11][C:12]([CH3:13])=[O:14])=[O:15].[CH2:18]([CH2:19][CH2:20][CH2:21][CH3:22])[Br:23].[H-:17].[Na+:16].[O:24]=[CH:25][N:26]([CH3:27])[CH3:28]>>[C:1]([CH3:2])([CH3:3])([CH3:4])[O:5][C:6]([C:7]([C:8](=[O:9])[CH3:10])([O:11][C:12]([CH3:13])=[O:14])[CH2:18][CH2:19][CH2:20][CH2:21][CH3:22])=[O:15].